describe an organic reaction: reactants, conditions, products, and yield From a dataset of the Open Reaction Database (ORD), a public repository of structured organic reaction records. The reactants are COC(=O)C=1C=C(N(N1)C)C=1C=C2C=C(N(C2=CC1)C(=O)O)C1=NC(=NO1)C (5-(5-Methoxycarbonyl-2-methyl-2H-pyrazol-3-yl)-2-(3-methyl-1,2,4-oxadiazol-5-yl)-indole-1-carboxylic acid), [Li+].[OH-] (LiOH). Run in O1CCCC1 (tetrahydrofuran), CO (methanol), O (water). Conditions: time 30 minute. The product is CN1N=C(C=C1C=1C=C2C=C(NC2=CC1)C1=NC(=NO1)C)C(=O)O (1-Methyl-5-[2-(3-methyl-1,2,4-oxadiazol-5-yl)-1H-indol-5-yl]-1H-pyrazole-3-carboxylic acid). The yield is 83.0%. As a reaction SMILES: C[O:2][C:3]([C:5]1[CH:6]=[C:7]([C:11]2[CH:12]=[C:13]3[C:17](=[CH:18][CH:19]=2)[N:16](C(O)=O)[C:15]([C:23]2[O:27][N:26]=[C:25]([CH3:28])[N:24]=2)=[CH:14]3)[N:8]([CH3:10])[N:9]=1)=[O:4].[Li+].[OH-]>O1CCCC1.CO.O>[CH3:10][N:8]1[C:7]([C:11]2[CH:12]=[C:13]3[C:17](=[CH:18][CH:19]=2)[NH:16][C:15]([C:23]2[O:27][N:26]=[C:25]([CH3:28])[N:24]=2)=[CH:14]3)=[CH:6][C:5]([C:3]([OH:4])=[O:2])=[N:9]1 |f:1.2|. Procedure: To a stirred solution of 5-(5-Methoxycarbonyl-2-methyl-2H-pyrazol-3-yl)-2-(3-methyl-1,2,4-oxadiazol-5-yl)-indole-1-carboxylic acid (2.7 g) in tetrahydrofuran (40 ml) and methanol (40 ml) at room temperature is added a solution of LiOH (3M, 103.3 mmol) in water over 5 minutes. The reaction is stirred for 30 minutes and the organic solvents are evaporated in vacuo. The reaction mixture is diluted 3x with water and washed with dichloromethane (100 ml). The aqueous layer is acidified with HCl (12 N)... Reactants: COC(=O)C1OC(O)C(OC(C)=O)C(OC(C)=O)C1OC(C)=O, N#CC(Cl)(Cl)Cl, ClCCl, [H-], [Na+]. Product: COC(=O)C1OC(OC(=N)C(Cl)(Cl)Cl)C(OC(C)=O)C(OC(C)=O)C1OC(C)=O. Reaction SMILES: [C:3]([CH3:4])(=[O:5])[O:6][CH:7]1[CH:8]([OH:9])[O:10][CH:11]([C:22](=[O:23])[O:24][CH3:25])[CH:12]([O:18][C:19]([CH3:20])=[O:21])[CH:13]1[O:14][C:15]([CH3:16])=[O:17].[Cl:26][C:27]([C:28]#[N:29])([Cl:30])[Cl:31].[Cl:32][CH2:33][Cl:34].[H-:1].[Na+:2]>>[C:3]([CH3:4])(=[O:5])[O:6][CH:7]1[CH:8]([O:9][C:28]([C:27]([Cl:26])([Cl:30])[Cl:31])=[NH:29])[O:10][CH:11]([C:22](=[O:23])[O:24][CH3:25])[CH:12]([O:18][C:19]([CH3:20])=[O:21])[CH:13]1[O:14][C:15]([CH3:16])=[O:17]. The reactants are C12CN(CC2NC1)C1=NC2=CC=CC=C2N=C1 (2-(3,6-Diaza-bicyclo[3.2.0]hept-3-yl)-quinoxaline), ClC1=NC=CC(=N1)C (2-chloro-4-methyl pyrimidine). Yields the product CC1=NC(=NC=C1)N1CC2CNC2C1 (3-(4-Methyl-pyrimidin-2-yl)-3,6-diaza-bicyclo[3.2.0]heptane). RXN SMILES: [CH:1]12[CH2:7][NH:6][CH:5]1[CH2:4][N:3]([C:8]1C=N[C:15]3[C:10](=CC=[CH:13][CH:14]=3)[N:9]=1)[CH2:2]2.ClC1N=C(C)C=C[N:20]=1>>[CH3:13][C:14]1[CH:15]=[CH:10][N:9]=[C:8]([N:3]2[CH2:4][CH:5]3[CH:1]([CH2:7][NH:6]3)[CH2:2]2)[N:20]=1. Reported procedure: The title compound was prepared in a manner analogous to Intermediate 8, using 2-chloro-4-methyl pyrimidine. MS (ESI) mass calcd. for C10H14N4, 190.25; m/z found 191.2 [M+H]+. Starting materials: FC=1C=C(N)C=C(C1)F (3,5-difluoroaniline), C[Si](C)(C)N=C=O (trimethylsilyl isocyanate). Run in C(Cl)Cl (CH2Cl2). Run at time 8 hour. Yields the product FC=1C=C(C=C(C1)F)NC(=O)N (1-(3,5-difluorophenyl)urea). Isolated yield 37.6%. Reaction SMILES: [F:1][C:2]1[CH:3]=[C:4]([CH:6]=[C:7]([F:9])[CH:8]=1)[NH2:5].C[Si]([N:14]=[C:15]=[O:16])(C)C>C(Cl)Cl>[F:1][C:2]1[CH:3]=[C:4]([NH:5][C:15]([NH2:14])=[O:16])[CH:6]=[C:7]([F:9])[CH:8]=1. Procedure: To a stirred solution of 3,5-difluoroaniline (4.0 g, 31 mmol, 1.00 equiv) in CH2Cl2 (50 mL) under argon at room temperature was added dropwise trimethylsilyl isocyanate (3.56 g, 30.90 mmol, 1.00 equiv). The reaction mixture was stirred overnight and quenched by the dropwise addition of CH3OH (50 mL). The reaction mixture was concentrated under reduced pressure and the resulting residue was purified by flash chromatography (silica gel, eluting with CHCl3/CH3OH (10:1 to 7:1)) to yield 2.0 g (38%) ... The reactants are O=C(Cc1ccccc1)NC1C(=O)N2C1SC1(CCN(Cc3ccccc3)CC1)C2C(=O)OCc1ccccc1, CCO. The product is O=C(Cc1ccccc1)NC1C(=O)N2C1SC1(CCN(Cc3ccccc3)CC1)C2C(=O)O. Reaction SMILES: [CH2:1]([c:2]1[cH:3][cH:4][cH:5][cH:6][cH:7]1)[N:8]1[CH2:9][CH2:10][C:11]2([S:12][CH:13]3[N:14]([CH:15]2[C:16](=[O:17])[O:18][CH2:19][c:20]2[cH:21][cH:22][cH:23][cH:24][cH:25]2)[C:26](=[O:38])[CH:27]3[NH:28][C:29]([CH2:30][c:31]2[cH:32][cH:33][cH:34][cH:35][cH:36]2)=[O:37])[CH2:39][CH2:40]1.[CH3:41][CH2:42][OH:43]>>[CH2:1]([c:2]1[cH:3][cH:4][cH:5][cH:6][cH:7]1)[N:8]1[CH2:9][CH2:10][C:11]2([S:12][CH:13]3[N:14]([CH:15]2[C:16](=[O:17])[OH:18])[C:26](=[O:38])[CH:27]3[NH:28][C:29]([CH2:30][c:31]2[cH:32][cH:33][cH:34][cH:35][cH:36]2)=[O:37])[CH2:39][CH2:40]1. Reactants: N#Cc1ccc(C(=O)NCCOc2cccc(C#N)c2)cc1, COc1ccc(P2(=S)SP(=S)(c3ccc(OC)cc3)S2)cc1, Cc1ccccc1. Product: N#Cc1ccc(C(=S)NCCOc2cccc(C#N)c2)cc1. RXN SMILES: [C:1](#[N:2])[c:3]1[cH:4][c:5]([O:6][CH2:7][CH2:8][NH:9][C:10]([c:11]2[cH:12][cH:13][c:14]([C:17]#[N:18])[cH:15][cH:16]2)=[O:19])[cH:20][cH:21][cH:22]1.[CH3:23][O:24][c:25]1[cH:26][cH:27][c:28]([P:29]2(=[S:30])[S:31][P:33](=[S:34])([c:35]3[cH:36][cH:37][c:38]([O:39][CH3:40])[cH:41][cH:42]3)[S:32]2)[cH:43][cH:44]1.[CH3:45][c:46]1[cH:47][cH:48][cH:49][cH:50][cH:51]1>>[C:1](#[N:2])[c:3]1[cH:4][c:5]([O:6][CH2:7][CH2:8][NH:9][C:10]([c:11]2[cH:12][cH:13][c:14]([C:17]#[N:18])[cH:15][cH:16]2)=[S:32])[cH:20][cH:21][cH:22]1.